From a dataset of the Open Reaction Database (ORD), a public repository of structured organic reaction records. describe an organic reaction: reactants, conditions, products, and yield Starting materials: OC1=C(C=CC=C1[N+](=O)[O-])C(C)=O (1-(2-Hydroxy-3-nitrophenyl)ethanone), FC(C=1C=C(C(=O)Cl)C=CC1)(F)F (3-trifluoromethylbenzoyl chloride), C1CCC2=NCCCN2CC1 (DBU). The solvent is N1=CC=CC=C1 (pyridine). Reaction conditions: temperature 80 celsius, time 18 hour. The product is [N+](=O)([O-])C=1C=CC=C2C(C=C(OC12)C1=CC(=CC=C1)C(F)(F)F)=O (8-nitro-2-(3-(trifluoromethyl)phenyl)-4H-chromen-4-one). Isolated yield 13.5%. As a reaction SMILES: [OH:1][C:2]1[C:7]([N+:8]([O-:10])=[O:9])=[CH:6][CH:5]=[CH:4][C:3]=1[C:11](=[O:13])[CH3:12].[F:14][C:15]([F:26])([F:25])[C:16]1[CH:17]=[C:18]([CH:22]=[CH:23][CH:24]=1)[C:19](Cl)=O.C1CCN2C(=NCCC2)CC1>N1C=CC=CC=1>[N+:8]([C:7]1[CH:6]=[CH:5][CH:4]=[C:3]2[C:2]=1[O:1][C:19]([C:18]1[CH:22]=[CH:23][CH:24]=[C:16]([C:15]([F:14])([F:25])[F:26])[CH:17]=1)=[CH:12][C:11]2=[O:13])([O-:10])=[O:9]. Reported procedure: 1-(2-Hydroxy-3-nitrophenyl)ethanone 1 (1.2 g, 6.61 mmol) was taken up in 20 mL of pyridine along with 3-trifluoromethylbenzoyl chloride 48 (1.2 mL, 7.9 mmol) and DBU (2.9 mL, 14.5 mmol). The reaction mixture was stirred at 80° C. for 18 h. The reaction mixture was cooled to room temperature and concentrated under reduced pressure. The resulting residue was diluted with EtOAc and washed with dilute 1 N HCl. The organic layer was dried (Na2SO4) and concentrated under reduced pressure. Purification... Reactants: O=C([O-])[O-], Cc1ccccc1, CCO, [K+], [K+], O, c1ccc(P(c2ccccc2)(c2ccccc2)[Pd](P(c2ccccc2)(c2ccccc2)c2ccccc2)(P(c2ccccc2)(c2ccccc2)c2ccccc2)P(c2ccccc2)(c2ccccc2)c2ccccc2)cc1, Cc1nc(Br)sc1C(=O)NCc1cccnc1, OB(O)c1ccn[nH]1. Yields the product Cc1nc(-c2ccn[nH]2)sc1C(=O)NCc1cccnc1. As a reaction SMILES: [C:26](=[O:27])([O-:28])[O-:29].[CH3:32][c:33]1[cH:34][cH:35][cH:36][cH:37][cH:38]1.[CH3:40][CH2:41][OH:42].[K+:30].[K+:31].[OH2:39].[cH:43]1[cH:44][cH:45][c:46]([P:47]([Pd:48]([P:49]([c:50]2[cH:51][cH:52][cH:53][cH:54][cH:55]2)([c:56]2[cH:57][cH:58][cH:59][cH:60][cH:61]2)[c:62]2[cH:63][cH:64][cH:65][cH:66][cH:67]2)([P:68]([c:69]2[cH:70][cH:71][cH:72][cH:73][cH:74]2)([c:75]2[cH:76][cH:77][cH:78][cH:79][cH:80]2)[c:81]2[cH:82][cH:83][cH:84][cH:85][cH:86]2)[P:87]([c:88]2[cH:89][cH:90][cH:91][cH:92][cH:93]2)([c:94]2[cH:95][cH:96][cH:97][cH:98][cH:99]2)[c:100]2[cH:101][cH:102][cH:103][cH:104][cH:105]2)([c:106]2[cH:107][cH:108][cH:109][cH:110][cH:111]2)[c:112]2[cH:113][cH:114][cH:115][cH:116][cH:117]2)[cH:118][cH:119]1.[n:1]1[cH:2][c:3]([CH2:7][NH:8][C:9](=[O:10])[c:11]2[c:12]([CH3:17])[n:13][c:14]([Br:16])[s:15]2)[cH:4][cH:5][cH:6]1.[nH:18]1[n:19][cH:20][cH:21][c:22]1[B:23]([OH:24])[OH:25]>>[n:1]1[cH:2][c:3]([CH2:7][NH:8][C:9](=[O:10])[c:11]2[c:12]([CH3:17])[n:13][c:14](-[c:22]3[nH:18][n:19][cH:20][cH:21]3)[s:15]2)[cH:4][cH:5][cH:6]1. Starting materials: BrC(Br)(Br)Br, N#Cc1cc(CO)c2ccccc2c1. Yields the product N#Cc1cc(CBr)c2ccccc2c1. As a reaction SMILES: [Br:15][C:16]([Br:17])([Br:18])[Br:19].[OH:1][CH2:2][c:3]1[cH:4][c:5]([C:13]#[N:14])[cH:6][c:7]2[cH:8][cH:9][cH:10][cH:11][c:12]12>>[CH2:2]([c:3]1[cH:4][c:5]([C:13]#[N:14])[cH:6][c:7]2[cH:8][cH:9][cH:10][cH:11][c:12]12)[Br:15]. Reactants: N(=[N+]=[N-])C(C(=O)OCC)=CC=1C=2N(C=CC1)C=C(N2)C (Ethyl α-azido-β-(2-methylimidazo[1,2-a]pyridin-8-yl)propenoate), ( 22 ), ( 21 ), [K+].[Br-] (KBr), ( 100 ), ( 27 ). Product: CC1=NC=2N(C=CC=3C2C=C(N3)C(=O)OCC)C1 (Ethyl 2-methylimidazo[1,2-a]pyrrolo[3,2-c]pyridine-8-carboxylate). As a reaction SMILES: [N:1]([C:4](=[CH:10][C:11]1[C:12]2[N:13]([CH:17]=[C:18]([CH3:20])[N:19]=2)[CH:14]=[CH:15][CH:16]=1)[C:5]([O:7][CH2:8][CH3:9])=[O:6])=[N+]=[N-].[K+].[Br-]>>[CH3:20][C:18]1[CH2:17][N:13]2[CH:14]=[CH:15][C:16]3[C:11]([CH:10]=[C:4]([C:5]([O:7][CH2:8][CH3:9])=[O:6])[N:1]=3)=[C:12]2[N:19]=1 |f:1.2|. Procedure details: From 6b (yield: 52%); mp 201-203° C., IR (KBr) 3280, 1680, 1250 cm−1; 1H NMR (400 MHz, CDCl3) δ 1.39 (t, 1H, J=7 Hz), 2.48 (s, 3H), 4.40 (q, 2H, J=7 Hz), 6.86 (d, 1H, J=7 Hz), 7.23 (s, 1H), 7.62 (s, 1H), 7.80 (d, 1H, J=7 Hz), 10.01 (brs, 1H); 13C NMR (100 MHz, CDCl3) δ 14.1, 14.3, 61.1, 100.6, 107.9, 109.7, 114.4, 123.2, 126.3, 132.6, 140.6, 141.1, 161.6; MS m/z 243 (M+, 44), 197 (100), 169 (22), 168 (21), 143 (27). Anal. Calcd for C13H13N3O2: C, 64.19; H, 5.39; N, 17.27. Found: C, 64.44; H, 5.5... The reactants are CO, CCCC[N+](CCCC)(CCCC)CCCC, C=C[Si](OC)(OC)OC, O=Cc1ccccc1, [F-], CN(C)C=O, O. The product is C=CC(O)c1ccccc1. Reaction SMILES: [CH3:1][OH:2].[CH3:21][CH2:22][CH2:23][CH2:24][N+:25]([CH2:26][CH2:27][CH2:28][CH3:29])([CH2:30][CH2:31][CH2:32][CH3:33])[CH2:34][CH2:35][CH2:36][CH3:37].[CH:11](=[CH2:12])[Si:13]([O:14][CH3:15])([O:16][CH3:17])[O:18][CH3:19].[CH:3](=[O:4])[c:5]1[cH:6][cH:7][cH:8][cH:9][cH:10]1.[F-:20].[O:38]=[CH:39][N:40]([CH3:41])[CH3:42].[OH2:43]>>[CH:3]([OH:4])([c:5]1[cH:6][cH:7][cH:8][cH:9][cH:10]1)[CH:11]=[CH2:12].